This data is from the Open Reaction Database (ORD), a public repository of structured organic reaction records. The task is: describe an organic reaction: reactants, conditions, products, and yield Starting materials: C(CC(O)(C(=O)O)CC(=O)O)(=O)O (citric acid), CN(C)C/C=C/C(=O)NC=1C=C2C(=CC1O[C@H]3CCOC3)N=CN=C2NC=4C=CC(=C(C4)Cl)F (afatinib). Run in C(C)O (ethanol), C(C)O (ethanol), C(C)O (Ethanol). The product is CN(C)C/C=C/C(=O)NC=1C=C2C(=CC1O[C@H]3CCOC3)N=CN=C2NC=4C=CC(=C(C4)Cl)F.C(CC(O)(C(=O)[O-])CC(=O)[O-])(=O)[O-] (Afatinib Citrate). The yield is 57.8%. Reaction SMILES: [CH3:1][N:2]([CH2:4]/[CH:5]=[CH:6]/[C:7]([NH:9][C:10]1[CH:11]=[C:12]2[C:25]([NH:26][C:27]3[CH:28]=[CH:29][C:30]([F:34])=[C:31]([Cl:33])[CH:32]=3)=[N:24][CH:23]=[N:22][C:13]2=[CH:14][C:15]=1[O:16][C@@H:17]1[CH2:21][O:20][CH2:19][CH2:18]1)=[O:8])[CH3:3].[C:35]([OH:47])(=[O:46])[CH2:36][C:37]([CH2:42][C:43]([OH:45])=[O:44])([C:39]([OH:41])=[O:40])[OH:38]>C(O)C>[CH3:1][N:2]([CH2:4]/[CH:5]=[CH:6]/[C:7]([NH:9][C:10]1[CH:11]=[C:12]2[C:25]([NH:26][C:27]3[CH:28]=[CH:29][C:30]([F:34])=[C:31]([Cl:33])[CH:32]=3)=[N:24][CH:23]=[N:22][C:13]2=[CH:14][C:15]=1[O:16][C@@H:17]1[CH2:21][O:20][CH2:19][CH2:18]1)=[O:8])[CH3:3].[C:35]([O-:47])(=[O:46])[CH2:36][C:37]([CH2:42][C:43]([O-:45])=[O:44])([C:39]([O-:41])=[O:40])[OH:38] |f:3.4|. Reported procedure: Ethanol (2 ml) was added to 100 mg (0.205 mmol) afatinib free base and the light yellow solution was stirred at room temperature. A solution of 39.4 mg (0.205 mmol) citric acid in 0.5 ml ethanol was added over the course of 2 min. Another 0.5 ml ethanol was added. Precipitation was observed and the mixture was stirred for 15 min. The solid was filtered, washed with 0.5 ml ethanol and dried on rotary evaporator at 50° C. for 2 h to give 80 mg (57%) of a light yellow solid. Reactants: solution, OO (hydrogen peroxide), C[Si](O[SiH](O[Si](C)(C)C)C)(C)C (1,1,1,3,5,5,5-heptamethyltrisiloxane), C(C=C)OCC(C)O (1-allyloxy-2-propanol), [Si]([O-])([O-])([O-])[O-].[Mg+2].[Mg+2] (magnesium silicate). The reagents and catalysts are [H+].[H+].Cl[Pt-2](Cl)(Cl)(Cl)(Cl)Cl (chloroplatinic acid), [Pt] (platinum). Run in C(C)(C)O (isopropanol), CO (carbinol). Reaction conditions: temperature 80 celsius, time 2 hour. Yields the product VIII, C[Si](O[Si](C)(C)C)(O[Si](C)(C)C)CCCOC(CC)O ([3-[1,3,3,3-tetramethyl-1-[(trimethylsilyl)oxy]disiloxanyl]propoxy]-propanol). As a reaction SMILES: [CH2:1]([O:4][CH2:5][CH:6](O)[CH3:7])[CH:2]=[CH2:3].[Si]([O-])([O-])([O-])[O-:10].[Mg+2].[Mg+2].[CH3:16][Si:17]([CH3:27])([CH3:26])[O:18][SiH:19]([CH3:25])[O:20][Si:21]([CH3:24])([CH3:23])[CH3:22].OO>C(O)(C)C.[H+].[H+].Cl[Pt-2](Cl)(Cl)(Cl)(Cl)Cl.[Pt].CO>[CH3:25][Si:19]([CH2:3][CH2:2][CH2:1][O:4][CH:5]([OH:10])[CH2:6][CH3:7])([O:20][Si:21]([CH3:24])([CH3:23])[CH3:22])[O:18][Si:17]([CH3:26])([CH3:27])[CH3:16] |f:1.2.3,7.8.9|. Reported procedure: A carbinol functional siloxane having Structure VIII was prepared by hydrosilylation. Specifically, 1.2 parts by weight of 1-allyloxy-2-propanol in the presence of a catalytic amount of chloroplatinic acid (10 ppm platinum as a solution of 7.5% by weight in isopropanol) and 0.004 parts by weight of magnesium silicate was warmed to 80° C. under inert atmosphere. One part by weight 1,1,1,3,5,5,5-heptamethyltrisiloxane was added through an addition funnel over 5 hours. The mixture was treated with ... Reactants: [OH-].[Na+] (sodium hydroxide), solution, C1(CC1)N1C(N(C2=NC=CN=C21)[C@@H]2C[C@H](C2)NC=2SC(=CN2)C(=O)OC)=O (methyl 2-((trans-3-(3-cyclopropyl-2-oxo-2,3-dihydro-1H-imidazo[4,5-b]pyrazin-1-yl)cyclobutyl)amino)thiazole-5-carboxylate). The solvent is C(C)O (ethanol). Reaction conditions: temperature 80 celsius. Yields the product C1(CC1)N1C(N(C2=NC=CN=C21)[C@@H]2C[C@H](C2)NC=2SC(=CN2)C(=O)O)=O (2-((trans-3-(3-cyclopropyl-2-oxo-2,3-dihydro-1H-imidazo[4,5-b]pyrazin-1-yl)cyclobutyl)amino)thiazole-5-carboxylic acid). Yield: 89.0%. As a reaction SMILES: [CH:1]1([N:4]2[C:12]3[C:7](=[N:8][CH:9]=[CH:10][N:11]=3)[N:6]([C@H:13]3[CH2:16][C@H:15]([NH:17][C:18]4[S:19][C:20]([C:23]([O:25]C)=[O:24])=[CH:21][N:22]=4)[CH2:14]3)[C:5]2=[O:27])[CH2:3][CH2:2]1.[OH-].[Na+]>C(O)C>[CH:1]1([N:4]2[C:12]3[C:7](=[N:8][CH:9]=[CH:10][N:11]=3)[N:6]([C@H:13]3[CH2:16][C@H:15]([NH:17][C:18]4[S:19][C:20]([C:23]([OH:25])=[O:24])=[CH:21][N:22]=4)[CH2:14]3)[C:5]2=[O:27])[CH2:2][CH2:3]1 |f:1.2|. Procedure details: To a suspension of methyl 2-((trans-3-(3-cyclopropyl-2-oxo-2,3-dihydro-1H-imidazo[4,5-b]pyrazin-1-yl)cyclobutyl)amino)thiazole-5-carboxylate, (EXAMPLE 148), (0.35 g, 0.906 mmol) in ethanol (5 mL) was added sodium hydroxide 1.0 N solution (2.72 mL, 2.72 mmol). The reaction mixture was heated to 80° C. for 1 h and concentrated. The residue was diluted with water and the pH of the resulting solution adjusted to 6 by the addition of 1N HCl (3.1 mL) solution. The precipitate formed was filtered and d... The reactants are C(CCl)Cl (EDC), C=1C=CC2=C(C1)N=NN2O (HOBt), CCN(C(C)C)C(C)C (DIEA), C1(CC1)N (cyclopropyl amine), solution, C([O-])(O)=O.[Na+] (sodium bicarbonate), C(C)(C)(C)OC(=O)NC1=CC=C(C=C1)CC(=O)O ({4-[(tert-butoxycarbonyl)amino]phenyl}acetic acid). Solvent: CN(C)C=O (DMF). Reaction conditions: time 2 hour. Product: C1(CC1)NC(CC1=CC=C(C=C1)NC(OC(C)(C)C)=O)=O (tert-butyl {4-[2-(cyclopropylamino)-2-oxoethyl]phenyl}carbamate). As a reaction SMILES: [C:1]([O:5][C:6]([NH:8][C:9]1[CH:14]=[CH:13][C:12]([CH2:15][C:16]([OH:18])=O)=[CH:11][CH:10]=1)=[O:7])([CH3:4])([CH3:3])[CH3:2].C(Cl)CCl.C1C=C[C:26]2N(O)N=[N:29][C:27]=2[CH:28]=1.CCN(C(C)C)C(C)C.C1(N)CC1.C(=O)(O)[O-].[Na+]>CN(C=O)C>[CH:27]1([NH:29][C:16](=[O:18])[CH2:15][C:12]2[CH:11]=[CH:10][C:9]([NH:8][C:6](=[O:7])[O:5][C:1]([CH3:2])([CH3:3])[CH3:4])=[CH:14][CH:13]=2)[CH2:28][CH2:26]1 |f:5.6|. Procedure: {4-[(tert-butoxycarbonyl)amino]phenyl}acetic acid (300 mg, 1.2 mmol) was dissolved in DMF (3 ml). EDC (275 mg, 1.4 mmol), HOBt (256 mg, 1.7 mmol), DIEA (450 mg, 3.6 mmol) and cyclopropyl amine (82 mg, 1.4) were added and the mixture stirred at RT for 2 hours. The mixture was diluted into a 10% solution of sodium bicarbonate (aq, 50 ml), extracted with EtOAc (3×30 ml), the organic fractions combined, dried over Na2SO4, filtered and the volatiles removed in vacuum to give the titled compound. LRMS... Reactants: Cl.CN (methylamine hydrochloride), C(C)N=C=NCCCN(C)C (1-ethyl-3-(3-dimethylaminopropyl)carbodiimide), OC1=CC=CC=2NN=NC21 (hydroxybenzotriazole), CN(C)C (trimethylamine), NC=1C2=C(N=C(N1)Cl)C(=CS2)C=2C=C(C(=O)O)C=CC2 (3-(4-Amino-2-chlorothieno[3,2-d]pyrimidin-7-yl)benzoic acid). Solvent: CN(C=O)C (N,N-dimethylformamide), C(C)(=O)OCC (ethyl acetate). Yields the product NC=1C2=C(N=C(N1)Cl)C(=CS2)C=2C=C(C(=O)NC)C=CC2 (3-(4-amino-2-chlorothieno[3,2-d]pyrimidin-7-yl)-N-methylbenzamide). The yield is 89.6%. Reaction SMILES: [NH2:1][C:2]1[C:3]2[S:11][CH:10]=[C:9]([C:12]3[CH:13]=[C:14]([CH:18]=[CH:19][CH:20]=3)[C:15]([OH:17])=O)[C:4]=2[N:5]=[C:6]([Cl:8])[N:7]=1.Cl.CN.[CH2:24]([N:26]=C=NCCCN(C)C)C.OC1C2N=NNC=2C=CC=1.CN(C)C>CN(C)C=O.C(OCC)(=O)C>[NH2:1][C:2]1[C:3]2[S:11][CH:10]=[C:9]([C:12]3[CH:13]=[C:14]([CH:18]=[CH:19][CH:20]=3)[C:15]([NH:26][CH3:24])=[O:17])[C:4]=2[N:5]=[C:6]([Cl:8])[N:7]=1 |f:1.2|. Procedure details: 3-(4-Amino-2-chlorothieno[3,2-d]pyrimidin-7-yl)benzoic acid (300 mg, 0.98 mmol) was dissolved in N,N-dimethylformamide (5 mL) and then methylamine hydrochloride (329 mg, 4.91 mmol), 1-ethyl-3-(3-dimethylaminopropyl)carbodiimide (282 mg, 1.47 mmol), hydroxybenzotriazole (239 mg, 1.76 mmol) and trimethylamine (0.889 mL, 6.38 mmol) were added. The reaction mixture was stirred at room temperature for a day. The reaction mixture was diluted with ethyl acetate and then washed with ammonium chloride aq... Reactants: ClC1=C(C=O)C(=CC=C1)C1=CC=NC=C1 (2-Chloro-6-(4-pyridyl)benzaldehyde), Cl.NO (Hydroxylamine hydrochloride). The solvent is N1=CC=CC=C1 (pyridine). Reaction conditions: time 8 hour. Product: ClC1=C(C=NO)C(=CC=C1)C1=CC=NC=C1 (2-chloro-6-(4-pyridyl)benzaldoxime). The yield is 98.7%. RXN SMILES: [Cl:1][C:2]1[CH:9]=[CH:8][CH:7]=[C:6]([C:10]2[CH:15]=[CH:14][N:13]=[CH:12][CH:11]=2)[C:3]=1[CH:4]=O.Cl.[NH2:17][OH:18]>N1C=CC=CC=1>[Cl:1][C:2]1[CH:9]=[CH:8][CH:7]=[C:6]([C:10]2[CH:15]=[CH:14][N:13]=[CH:12][CH:11]=2)[C:3]=1[CH:4]=[N:17][OH:18] |f:1.2|. Procedure: 2-Chloro-6-(4-pyridyl)benzaldehyde (80 mg, 0.37 mmol) was dissolved in pyridine (2 mL) at room temperature. Hydroxylamine hydrochloride (26 mg, 0.38 mmol) was added and the mixture was allowed to stir overnight. The mixture was then concentrated under reduced pressure to obtain 2-chloro-6-(4-pyridyl)benzaldoxime (85 mg, 99% yield). MW=233 confirmed by LC-MS, tr=8.36 min (Method Y) MH+=231–235 The reactants are FC=1C(=NC2=CC=CC(=C2N1)C1=CC=2C(NCC(C2N1)C)=O)C (rac-2-(3-fluoro-2-methylquinoxalin-5-yl)-7-methyl-6,7-dihydro-1H-pyrrolo[3,2-c]pyridin-4(5H)-one), CO.C(Cl)Cl (MeOH DCM), C1(CC1)N (cyclopropanamine). The solvent is CS(=O)C (DMSO). Run at temperature 100 celsius. The product is C1(CC1)NC=1C(=NC2=CC=CC(=C2N1)C1=CC=2C(NCC(C2N1)C)=O)C (rac-2-(3-(cyclopropylamino)-2-methylquinoxalin-5-yl)-7-methyl-6,7-dihydro-1H-pyrrolo[3,2-c]pyridin-4(5H)-one). Yield: 84.1%. Reaction SMILES: F[C:2]1[C:3]([CH3:23])=[N:4][C:5]2[C:10]([N:11]=1)=[C:9]([C:12]1[NH:20][C:19]3[CH:18]([CH3:21])[CH2:17][NH:16][C:15](=[O:22])[C:14]=3[CH:13]=1)[CH:8]=[CH:7][CH:6]=2.[CH:24]1([NH2:27])[CH2:26][CH2:25]1.CO.C(Cl)Cl>CS(C)=O>[CH:24]1([NH:27][C:2]2[C:3]([CH3:23])=[N:4][C:5]3[C:10]([N:11]=2)=[C:9]([C:12]2[NH:20][C:19]4[CH:18]([CH3:21])[CH2:17][NH:16][C:15](=[O:22])[C:14]=4[CH:13]=2)[CH:8]=[CH:7][CH:6]=3)[CH2:26][CH2:25]1 |f:2.3|. Procedure: Prepared similar to that described in Example 131 using rac-2-(3-fluoro-2-methylquinoxalin-5-yl)-7-methyl-6,7-dihydro-1H-pyrrolo[3,2-c]pyridin-4(5H)-one (Example 156; 62.4 mg, 0.201 mmol) and cyclopropanamine (Alfa Aesar, Ward Hill, Mass.; 0.042 mL, 0.603 mmol) in DMSO (1.0 mL), heating at 100° C. for 1.5 h. Chromatographic purification (silica gel, 0-100% EtOAc/hexanes, then 0-10% MeOH/DCM) furnished rac-2-(3-(cyclopropylamino)-2-methylquinoxalin-5-yl)-7-methyl-6,7-dihydro-1H-pyrrolo[3,2-c]pyri... Reactants: ClCC(=O)NC1=CC2=C(OC3=C2CCCCC3)C=C1 (2-chloro-N-7,8,9,10-tetrahydro-6H-benzo[b]cyclohepta[d]furan-2-ylacetamide), FC(C(=O)O)(F)F (trifluroacetic acid), CN1CCNCC1 (N-methylpiperazine), C([O-])([O-])=O.[Cs+].[Cs+] (cesium carbonate). The solvent is C(C)#N (acetonitrile). Yields the product CN1CCN(CC1)CC(=O)NC1=CC2=C(OC3=C2CCCCC3)C=C1 (2-(4-methylpiperazin-1-yl)-N-7,8,9,10-tetrahydro-6H-benzo[b]cyclohepta[d]furan-2-ylacetamide). The yield is 25.4%. As a reaction SMILES: Cl[CH2:2][C:3]([NH:5][C:6]1[CH:19]=[CH:18][C:9]2[O:10][C:11]3[CH2:17][CH2:16][CH2:15][CH2:14][CH2:13][C:12]=3[C:8]=2[CH:7]=1)=[O:4].[CH3:20][N:21]1[CH2:26][CH2:25][NH:24][CH2:23][CH2:22]1.C(=O)([O-])[O-].[Cs+].[Cs+].FC(F)(F)C(O)=O>C(#N)C>[CH3:20][N:21]1[CH2:26][CH2:25][N:24]([CH2:2][C:3]([NH:5][C:6]2[CH:19]=[CH:18][C:9]3[O:10][C:11]4[CH2:17][CH2:16][CH2:15][CH2:14][CH2:13][C:12]=4[C:8]=3[CH:7]=2)=[O:4])[CH2:23][CH2:22]1 |f:2.3.4|. Procedure details: Following the procedure of Example 40, 2-chloro-N-7,8,9,10-tetrahydro-6H-benzo[b]cyclohepta[d]furan-2-ylacetamide (0.13 g, 0.45 mmol), N-methylpiperazine (0.062 mL, 0.56 mmol), and cesium carbonate (0.29 g, 0.90 mmol) in acetonitrile (5 mL) provided 2-(4-methylpiperazin-1-yl)-N-7,8,9,10-tetrahydro-6H-benzo[b]cyclohepta[d]furan-2-ylacetamide (0.039 g) as its trifluroacetic acid salt after reverse-phase HPLC purification. MS (ESI) m/z 342 ([M+H]+). Reactants: CC(=O)O, CCO, [Fe], O=[N+]([O-])c1ccccc1-n1cccc1. The product is Nc1ccccc1-n1cccc1. Reaction SMILES: [CH3:15][C:16](=[O:17])[OH:18].[CH3:19][CH2:20][OH:21].[Fe:22].[n:1]1(-[c:6]2[c:7]([N+:12]([O-:13])=[O:14])[cH:8][cH:9][cH:10][cH:11]2)[cH:2][cH:3][cH:4][cH:5]1>>[n:1]1(-[c:6]2[c:7]([NH2:12])[cH:8][cH:9][cH:10][cH:11]2)[cH:2][cH:3][cH:4][cH:5]1.